From a dataset of the Open Reaction Database (ORD), a public repository of structured organic reaction records. describe an organic reaction: reactants, conditions, products, and yield Reactants: C(C)OC(=O)C1NC2=CC=C(C=C2C1)O (5-hydroxyindoline-2-carboxylic acid ethyl ester), solid, C([O-])(O)=O.[Na+] (sodium bicarbonate), C(C)(=O)SCC(C(=O)Cl)C (3-acetylthio-2-methylpropanoyl chloride). The solvent is C(Cl)Cl (methylene chloride), C(Cl)Cl (methylene chloride). Run at time 3 hour. Product: SCC(C(=O)N1C(CC2=CC(=CC=C12)O)C(=O)[O-])C.C1(CCCCC1)[NH2+]C1CCCCC1 (dicyclohexylammonium 1-(3-mercapto-2-methylpropanoyl)-5-hydroxyindoline-2-carboxylate). Reaction SMILES: C([O:3][C:4]([CH:6]1[CH2:14][C:13]2[C:8](=[CH:9][CH:10]=[C:11]([OH:15])[CH:12]=2)[NH:7]1)=[O:5])C.C(=O)(O)[O-].[Na+].C([S:24][CH2:25][CH:26]([CH3:30])[C:27](Cl)=[O:28])(=O)C>C(Cl)Cl>[SH:24][CH2:25][CH:26]([CH3:30])[C:27]([N:7]1[C:8]2[C:13](=[CH:12][C:11]([OH:15])=[CH:10][CH:9]=2)[CH2:14][CH:6]1[C:4]([O-:3])=[O:5])=[O:28].[CH:8]1([NH2+:7][CH:6]2[CH2:4][CH2:27][CH2:26][CH2:25][CH2:14]2)[CH2:9][CH2:10][CH2:11][CH2:12][CH2:13]1 |f:1.2,5.6|. Procedure details: To the stirred solution of 1.8 g of 5-hydroxyindoline-2-carboxylic acid ethyl ester in 50 ml of methylene chloride, is added 1.5 g of solid sodium bicarbonate, followed by 1.6 g of 3-acetylthio-2-methylpropanoyl chloride during 1 minute. The mixture is stirred for 3 hours at room temperature, diluted with 100 ml of methylene chloride and washed with 50 ml of water, 50 ml of 1N hydrochloric acid and 50 ml of saturated aqueous sodium bicarbonate. The organic layer is dried, evaporated and the resi... The reactants are NC=1C(=NC(=C(N1)C1=CC=C(C=C1)F)C1=CN(C(C=C1)=O)C(C)C)C(=O)O (3-Amino-5-(4-fluorophenyl)-6-(1-isopropyl-6-oxo-1,6-dihydro-3-pyridyl)-2-pyrazinecarboxylic acid). Solvent: ClC1=C(C=CC=C1)Cl (1,2-dichlorobenzene). Run at temperature 167.5 celsius, time 4 hour. The product is NC=1N=C(C(=NC1)C=1C=CC(N(C1)C(C)C)=O)C1=CC=C(C=C1)F (5-[5-amino-3-(4-fluorophenyl)-2-pyrazinyl]-1-isopropyl-2(1H)-pyridone). The yield is 88.1%. Reaction SMILES: [NH2:1][C:2]1[C:3](C(O)=O)=[N:4][C:5]([C:15]2[CH:20]=[CH:19][C:18](=[O:21])[N:17]([CH:22]([CH3:24])[CH3:23])[CH:16]=2)=[C:6]([C:8]2[CH:13]=[CH:12][C:11]([F:14])=[CH:10][CH:9]=2)[N:7]=1>ClC1C=CC=CC=1Cl>[NH2:1][C:2]1[N:7]=[C:6]([C:8]2[CH:13]=[CH:12][C:11]([F:14])=[CH:10][CH:9]=2)[C:5]([C:15]2[CH:20]=[CH:19][C:18](=[O:21])[N:17]([CH:22]([CH3:24])[CH3:23])[CH:16]=2)=[N:4][CH:3]=1. Procedure: 3-Amino-5-(4-fluorophenyl)-6-(1-isopropyl-6-oxo-1,6-dihydro-3-pyridyl)-2-pyrazinecarboxylic acid (25 g) was suspended in 1,2-dichlorobenzene (125 ml). The suspension was heated at 165-170° C. with stirring for 4 hours. The reaction mixture was cooled to 20-25° C. To the cooled mixture was added IPE (250 ml). The suspension was stirred at 25-30° C. for 3 hours. The precipitate was collected by filtration and dried in vacuo. The above dried precipitate was purified by chromatography on silica gel ... The reactants are O=C(O)CCC(=O)O, CC#N, [Cl-], Nc1ccccc1, O=S(=O)(O)O. Product: O=C(O)CCC(=O)Nc1ccccc1. Reaction SMILES: [C:2]([CH2:3][CH2:4][C:5](=[O:6])[OH:7])(=[O:8])[OH:9].[CH3:22][C:23]#[N:24].[Cl-:1].[NH2:10][c:11]1[cH:12][cH:13][cH:14][cH:15][cH:16]1.[S:17](=[O:18])(=[O:19])([OH:20])[OH:21]>>[C:2]([CH2:3][CH2:4][C:5](=[O:6])[OH:7])(=[O:9])[NH:10][c:11]1[cH:12][cH:13][cH:14][cH:15][cH:16]1. Reactants: P(O)(O)(O)=O (phosphoric acid), ClC1=CC=C(C=C1)C=1CCN(CC1)CCCCN1N=CN=C1 (4-(4-chlorophenyl)-1,2,3,6-tetrahydro-1-[4-(1H-1,2,4-triazol-1-yl)butyl]pyridine). Run in C(C)(C)O (isopropanol), C(C)(C)O (isopropanol). The product is P(=O)(O)(O)O.ClC1=CC=C(C=C1)C=1CCN(CC1)CCCCN1N=CN=C1 (4-(4-chlorophenyl)-1,2,3,6-tetrahydro-1-[4-(1H-1,2,4-triazol-1-yl)butyl]pyridine phosphate). Yield: 92.8%. Reaction SMILES: [P:1](=[O:5])([OH:4])([OH:3])[OH:2].[Cl:6][C:7]1[CH:12]=[CH:11][C:10]([C:13]2[CH2:14][CH2:15][N:16]([CH2:19][CH2:20][CH2:21][CH2:22][N:23]3[CH:27]=[N:26][CH:25]=[N:24]3)[CH2:17][CH:18]=2)=[CH:9][CH:8]=1>C(O)(C)C>[P:1]([OH:5])([OH:4])([OH:3])=[O:2].[Cl:6][C:7]1[CH:12]=[CH:11][C:10]([C:13]2[CH2:18][CH2:17][N:16]([CH2:19][CH2:20][CH2:21][CH2:22][N:23]3[CH:27]=[N:26][CH:25]=[N:24]3)[CH2:15][CH:14]=2)=[CH:9][CH:8]=1 |f:3.4|. Procedure: A solution of 85% phosphoric acid (0.225 g, 2 mmol) in isopropanol (1 ml) is added to a solution of 4-(4-chlorophenyl)-1,2,3,6-tetrahydro-1-[4-(1H-1,2,4-triazol-1-yl)butyl]pyridine (0.63 g, 2 mmol) in isopropanol (6 ml) cooled on an ice bath. After a few minutes a precipitate appears, which is filtered, washed with cold ethanol and dried, yielding 0.77 g (93%) of 4-(4-chlorophenyl)-1,2,3,6-tetrahydro-1-[4-(1H-1,2,4-triazol-1-yl)butyl]pyridine phosphate of m.p. 146-8° C. The reactants are C(C)(C)(C)C=1C=C(C(=O)Cl)C=C(C1O)C(C)(C)C (3,5-di-tert-butyl-4-hydroxybenzoyl chloride), hydrochloric acid ice, C1(O)=CC(O)=CC=C1 (resorcinol), [Cl-].[Al+3].[Cl-].[Cl-] (aluminium chloride). Solvent: [N+](=O)([O-])C1=CC=CC=C1 (nitrobenzene). Reaction conditions: temperature 50 celsius, time 4 hour. Product: C(C)(C)(C)C=1C=C(C(=O)C2=C(C=C(C=C2)O)O)C=C(C1O)C(C)(C)C (3,5-di-tert-butyl-2',4,4'-trihydroxybenzophenone). Yield: 90.8%. As a reaction SMILES: [C:1]([C:5]1[CH:6]=[C:7]([CH:11]=[C:12]([C:15]([CH3:18])([CH3:17])[CH3:16])[C:13]=1[OH:14])[C:8](Cl)=[O:9])([CH3:4])([CH3:3])[CH3:2].[C:19]1([CH:26]=[CH:25][CH:24]=[C:22]([OH:23])[CH:21]=1)[OH:20].[Cl-].[Al+3].[Cl-].[Cl-]>[N+](C1C=CC=CC=1)([O-])=O>[C:1]([C:5]1[CH:6]=[C:7]([CH:11]=[C:12]([C:15]([CH3:18])([CH3:17])[CH3:16])[C:13]=1[OH:14])[C:8]([C:24]1[CH:25]=[CH:26][C:19]([OH:20])=[CH:21][C:22]=1[OH:23])=[O:9])([CH3:4])([CH3:3])[CH3:2] |f:2.3.4.5|. Procedure details: 107.5 g of 3,5-di-tert-butyl-4-hydroxybenzoyl chloride and 48.4 g of resorcinol are suspended in 400 ml of nitrobenzene and warmed to 50° C. The brown solution is cooled to 0° C. 58.7 g of aluminium chloride are added in portions over the course of 45 minutes with vigorous stirring. The reaction mixture is slowly warmed to 20° C. over the course of 18 hours. The mixture is subsequently stirred at 50° C. for a further 4 hours, then cooled to room temperature and poured into 500 ml of hydrochloric... The reactants are COc1cc(C(C)=O)ccc1OCCCCl, O=C([O-])O, CN(C)C=O, OC(c1ccccc1)(c1ccc(F)cc1)C1CCNCC1, [Na+]. Product: COc1cc(C(C)=O)ccc1OCCCN1CCC(C(O)(c2ccccc2)c2ccc(F)cc2)CC1. As a reaction SMILES: [C:22]([CH3:23])(=[O:24])[c:25]1[cH:26][c:27]([O:36][CH3:37])[c:28]([O:29][CH2:30][CH2:31][CH2:32][Cl:33])[cH:34][cH:35]1.[C:38](=[O:39])([OH:40])[O-:41].[CH3:43][N:44]([CH3:45])[CH:46]=[O:47].[F:1][c:2]1[cH:3][cH:4][c:5]([C:8]([OH:9])([CH:10]2[CH2:11][CH2:12][NH:13][CH2:14][CH2:15]2)[c:16]2[cH:17][cH:18][cH:19][cH:20][cH:21]2)[cH:6][cH:7]1.[Na+:42]>>[F:1][c:2]1[cH:3][cH:4][c:5]([C:8]([OH:9])([CH:10]2[CH2:11][CH2:12][N:13]([CH2:32][CH2:31][CH2:30][O:29][c:28]3[c:27]([O:36][CH3:37])[cH:26][c:25]([C:22]([CH3:23])=[O:24])[cH:35][cH:34]3)[CH2:14][CH2:15]2)[c:16]2[cH:17][cH:18][cH:19][cH:20][cH:21]2)[cH:6][cH:7]1. The reactants are CCN1CCN(C(=O)c2cc(C)c(C=O)[nH]2)CC1, C1CCNCC1, CCO, O=C1Cc2c(ncnc2Nc2ccc(F)c(Cl)c2)N1. Product: CCN1CCN(C(=O)c2cc(C)c(C=C3C(=O)Nc4ncnc(Nc5ccc(F)c(Cl)c5)c43)[nH]2)CC1. Reaction SMILES: [CH2:20]([CH3:21])[N:22]1[CH2:23][CH2:24][N:25]([C:28](=[O:29])[c:30]2[cH:31][c:32]([CH3:37])[c:33]([CH:35]=[O:36])[nH:34]2)[CH2:26][CH2:27]1.[CH2:38]1[CH2:39][CH2:40][NH:41][CH2:42][CH2:43]1.[CH3:44][CH2:45][OH:46].[Cl:1][c:2]1[cH:3][c:4]([NH:9][c:10]2[c:11]3[c:12]([n:13][cH:14][n:15]2)[NH:16][C:17](=[O:19])[CH2:18]3)[cH:5][cH:6][c:7]1[F:8]>>[Cl:1][c:2]1[cH:3][c:4]([NH:9][c:10]2[c:11]3[c:12]([n:13][cH:14][n:15]2)[NH:16][C:17](=[O:19])[C:18]3=[CH:35][c:33]2[c:32]([CH3:37])[cH:31][c:30]([C:28]([N:25]3[CH2:24][CH2:23][N:22]([CH2:20][CH3:21])[CH2:27][CH2:26]3)=[O:29])[nH:34]2)[cH:5][cH:6][c:7]1[F:8]. Starting materials: ClC1=CC(=NC2=CC(=CC=C12)CO)C ((4-Chloro-2-methyl-quinolin-7-yl)-methanol), N1CCCC1 (pyrrolidine). The product is CC1=NC2=CC(=CC=C2C(=C1)N1CCCC1)CO ((2-Methyl-4-pyrrolidin-1-yl-quinolin-7-yl)-methanol). Isolated yield 89.7%. RXN SMILES: Cl[C:2]1[C:11]2[C:6](=[CH:7][C:8]([CH2:12][OH:13])=[CH:9][CH:10]=2)[N:5]=[C:4]([CH3:14])[CH:3]=1.[NH:15]1[CH2:19][CH2:18][CH2:17][CH2:16]1>>[CH3:14][C:4]1[CH:3]=[C:2]([N:15]2[CH2:19][CH2:18][CH2:17][CH2:16]2)[C:11]2[C:6](=[CH:7][C:8]([CH2:12][OH:13])=[CH:9][CH:10]=2)[N:5]=1. Procedure details: (4-Chloro-2-methyl-quinolin-7-yl)-methanol (750 mg, 3.61 mmol) was refluxed in pyrrolidine (6.42 g, 90.3 mmol) for 16 h. Most of the pyrrolidine was then removed under reduced pressure, the oily residue was taken up in toluene, evaporated, and the solid obtained triturated in ethyl acetate, filtered and dried to afford the title compound (785 mg, 90%). Light brown solid, ISP-MS: m/e==243.3 ([M+H]+). Starting materials: CCCCOB(OCCCC)OCCCC, CCCCN, CCOC(C)=O, CC(=O)CC(=O)C=Cc1ccc(O)cc1Cl, Cl, [Na+], O=C([O-])O, O=Cc1cc(O)ccc1[N+](=O)[O-]. The product is O=C(C=Cc1ccc(O)cc1Cl)CC(=O)C=Cc1cc(O)ccc1[N+](=O)[O-]. As a reaction SMILES: [B:29]([O:30][CH2:31][CH2:32][CH2:33][CH3:34])([O:35][CH2:36][CH2:37][CH2:38][CH3:39])[O:40][CH2:41][CH2:42][CH2:43][CH3:44].[CH2:45]([NH2:46])[CH2:47][CH2:48][CH3:49].[CH3:56][CH2:57][O:58][C:59](=[O:60])[CH3:61].[Cl:1][c:2]1[c:3]([CH:9]=[CH:10][C:11]([CH2:12][C:13]([CH3:14])=[O:15])=[O:16])[cH:4][cH:5][c:6]([OH:8])[cH:7]1.[ClH:50].[Na+:55].[O-:51][C:52]([OH:53])=[O:54].[OH:17][c:18]1[cH:19][cH:20][c:21]([N+:26](=[O:27])[O-:28])[c:22]([CH:23]=[O:24])[cH:25]1>>[Cl:1][c:2]1[c:3]([CH:9]=[CH:10][C:11]([CH2:12][C:13]([CH:14]=[CH:23][c:22]2[c:21]([N+:26](=[O:27])[O-:28])[cH:20][cH:19][c:18]([OH:17])[cH:25]2)=[O:15])=[O:16])[cH:4][cH:5][c:6]([OH:8])[cH:7]1. Reactants: CC(C)NC(C)CO, [Cl-], ClCCl, Cl, O=C(O)Cc1ccccc1. Product: CC(C)NC(C)COC(=O)Cc1ccccc1, Cl. Reaction SMILES: [CH:2]([CH3:3])([CH3:4])[NH:5][CH:6]([CH2:7][OH:8])[CH3:9].[Cl-:10].[Cl:21][CH2:22][Cl:23].[ClH:1].[c:11]1([CH2:17][C:18](=[O:19])[OH:20])[cH:12][cH:13][cH:14][cH:15][cH:16]1>>[CH:2]([CH3:3])([CH3:4])[NH:5][CH:6]([CH2:7][O:8][C:18]([CH2:17][c:11]1[cH:12][cH:13][cH:14][cH:15][cH:16]1)=[O:19])[CH3:9].[ClH:1].